Dataset: the Open Reaction Database (ORD), a public repository of structured organic reaction records. Task: describe an organic reaction: reactants, conditions, products, and yield Starting materials: [BH4-], CC(=O)c1ccc(O[Si](c2ccccc2)(c2ccccc2)C(C)(C)C)cc1, CO, [Na+], C1CCOC1, O. RXN SMILES: [BH4-:28].[C:1]([CH3:2])([CH3:3])([CH3:4])[Si:5]([O:6][c:7]1[cH:8][cH:9][c:10]([C:13]([CH3:14])=[O:15])[cH:11][cH:12]1)([c:16]1[cH:17][cH:18][cH:19][cH:20][cH:21]1)[c:22]1[cH:23][cH:24][cH:25][cH:26][cH:27]1.[CH3:31][OH:32].[Na+:29].[O:33]1[CH2:34][CH2:35][CH2:36][CH2:37]1.[OH2:30]>>[C:1]([CH3:2])([CH3:3])([CH3:4])[Si:5]([O:6][c:7]1[cH:8][cH:9][c:10]([CH:13]([CH3:14])[OH:15])[cH:11][cH:12]1)([c:16]1[cH:17][cH:18][cH:19][cH:20][cH:21]1)[c:22]1[cH:23][cH:24][cH:25][cH:26][cH:27]1. Yields the product CC(O)c1ccc(O[Si](c2ccccc2)(c2ccccc2)C(C)(C)C)cc1. The reactants are C(=O)=O (carbon dioxide), [OH-].[Na+] (sodium hydroxide). Yields the product C([O-])([O-])=O.[Na+].[Na+] (sodium carbonate), C([O-])(O)=O.[Na+] (sodium bicarbonate). RXN SMILES: [C:1](=[O:3])=[O:2].[OH-:4].[Na+:5]>>[C:1](=[O:4])([O-:3])[O-:2].[Na+:5].[Na+:5].[C:1](=[O:4])([OH:3])[O-:2].[Na+:5] |f:1.2,3.4.5,6.7|. Reported procedure: A number of reactions are believed to occur when the fresh absorption liquor 33 is contacted with the gas stream 34 in the bed of packing 12. In the upper portions of the bed of packing 12 a portion of the carbon dioxide in the gas stream 34 reacts with the sodium hydroxide, if it is used as the base, to form sodium carbonate and sodium bicarbonate.